Dataset: the Open Reaction Database (ORD), a public repository of structured organic reaction records. Task: describe an organic reaction: reactants, conditions, products, and yield Reactants: FC1=CC2=C(NC(CO2)=O)C=C1N1C(C=2CCCCC2C1=O)=O (7-fluoro-6-(4,5,6,7-tetrahydro-2H-isoindole-1,3-dion-2-yl)-2H-1,4-benzoxazin-3(4H)-one), C(C)#N (acetonitrile), C([O-])([O-])=O.[K+].[K+] (potassium carbonate), ClCC1=NOC=C1 (3-(chloromethyl)-isoxazole). Solvent: C(C)O (ethanol), C(C)O (ethanol). The product is FC1=CC2=C(N(C(CO2)=O)CC2=NOC=C2)C=C1N1C(C=2CCCCC2C1=O)=O (7-fluoro-4-(isoxazol-3-ylmethyl)-6-(4,5,6,7-tetrahydro-2H-isoindole-1,3-dion-2-yl)-2H-1,4-benzoxazin-3(4H)-one). The yield is 83.1%. RXN SMILES: Cl[CH2:2][C:3]1[CH:7]=[CH:6][O:5][N:4]=1.[F:8][C:9]1[C:19]([N:20]2[C:28](=[O:29])[C:27]3[CH2:26][CH2:25][CH2:24][CH2:23][C:22]=3[C:21]2=[O:30])=[CH:18][C:12]2[NH:13][C:14](=[O:17])[CH2:15][O:16][C:11]=2[CH:10]=1.C(#N)C.C(=O)([O-])[O-].[K+].[K+]>C(O)C>[F:8][C:9]1[C:19]([N:20]2[C:28](=[O:29])[C:27]3[CH2:26][CH2:25][CH2:24][CH2:23][C:22]=3[C:21]2=[O:30])=[CH:18][C:12]2[N:13]([CH2:2][C:3]3[CH:7]=[CH:6][O:5][N:4]=3)[C:14](=[O:17])[CH2:15][O:16][C:11]=2[CH:10]=1 |f:3.4.5|. Procedure details: A compound of 3-(chloromethyl)-isoxazole (1.2 g) was added dropwise at a temperature of 20° to 30° C. under stirring to a mixture of 7-fluoro-6-(4,5,6,7-tetrahydro-2H-isoindole-1,3-dion-2-yl)-2H-1,4-benzoxazin-3(4H)-one (3.16 g), acetonitrile (50 ml) and potassium carbonate (1.5 g). The reaction mixture was heated under refluxing for 3 hours, cooled to room temperature, and filtered. The filtrate was concentrated under a reduced pressure to dryness. The resultant residue was mixed with toluene (... Starting materials: esters, FC(C1=CC=C(CN2C3CC3C[C@@H]2C(=O)NC2(CC2)C2=CC=C(C(=O)OC)C=C2)C=C1)(F)F (methyl 4-(1-((3R)-2-(4-(trifluoromethyl)benzyl)-2-azabicyclo[3.1.0]hexane-3-carboxamido)cyclopropyl)benzoate), O[Li].O (LiOH H2O). Product: FC(C1=CC=C(CN2C3CC3C[C@@H]2C(=O)NC2(CC2)C2=CC=C(C(=O)O)C=C2)C=C1)(F)F (4-(1-((3R)-2-(4-(trifluoromethyl)benzyl)-2-azabicyclo[3.1.0]hexane-3-carboxamido)cyclopropyl)benzoic acid). Isolated yield 47.5%. Reaction SMILES: [F:1][C:2]([F:33])([F:32])[C:3]1[CH:31]=[CH:30][C:6]([CH2:7][N:8]2[C@@H:13]([C:14]([NH:16][C:17]3([C:20]4[CH:29]=[CH:28][C:23]([C:24]([O:26]C)=[O:25])=[CH:22][CH:21]=4)[CH2:19][CH2:18]3)=[O:15])[CH2:12][CH:11]3[CH:9]2[CH2:10]3)=[CH:5][CH:4]=1.O[Li].O>>[F:33][C:2]([F:1])([F:32])[C:3]1[CH:31]=[CH:30][C:6]([CH2:7][N:8]2[C@@H:13]([C:14]([NH:16][C:17]3([C:20]4[CH:29]=[CH:28][C:23]([C:24]([OH:26])=[O:25])=[CH:22][CH:21]=4)[CH2:18][CH2:19]3)=[O:15])[CH2:12][CH:11]3[CH:9]2[CH2:10]3)=[CH:5][CH:4]=1 |f:1.2|. Procedure details: The title compound (E31) (46 mg) was prepared according to the general procedure for esters hydrolysis (Method C) starting from methyl 4-(1-((3R)-2-(4-(trifluoromethyl)benzyl)-2-azabicyclo[3.1.0]hexane-3-carboxamido)cyclopropyl)benzoate (diastereoisomer 2) (D148) (100 mg). (LiOH H2O: 4 eq; reaction time: 18 hrs) Starting materials: C1CCOC1, C=CCO, Oc1cnccc1Cl, c1ccc(P(c2ccccc2)c2ccccc2)cc1. Product: C=CCOc1cnccc1Cl. Reaction SMILES: [CH2:32]1[O:33][CH2:34][CH2:35][CH2:36]1.[CH2:9]([CH:10]=[CH2:11])[OH:12].[Cl:1][c:2]1[c:3]([OH:8])[cH:4][n:5][cH:6][cH:7]1.[c:13]1([P:14]([c:15]2[cH:16][cH:17][cH:18][cH:19][cH:20]2)[c:21]2[cH:22][cH:23][cH:24][cH:25][cH:26]2)[cH:27][cH:28][cH:29][cH:30][cH:31]1>>[Cl:1][c:2]1[c:3]([O:8][CH2:11][CH:10]=[CH2:9])[cH:4][n:5][cH:6][cH:7]1. Starting materials: [BH4-], CO, Nc1cccc(Cl)c1C(=O)O, Cl, [K+], [Na+], [Na], [OH-]. The product is CNc1cccc(Cl)c1C(=O)O. RXN SMILES: [BH4-:13].[CH3:18][OH:19].[Cl:2][c:3]1[cH:4][cH:5][cH:6][c:7]([NH2:12])[c:8]1[C:9](=[O:10])[OH:11].[ClH:17].[K+:16].[Na+:14].[Na:1].[OH-:15]>>[Cl:2][c:3]1[cH:4][cH:5][cH:6][c:7]([NH:12][CH3:18])[c:8]1[C:9](=[O:10])[OH:11]. Starting materials: [Cl-].[Na+] (sodium chloride), ClC1=CC=C(C(=O)N2C[C@@H](CCC2)N)C=C1 ((R)-1-(p-chlorobenzoyl)-3-amino piperidine), ClC1=CC=C(C(=O)Cl)C=C1 (p-chlorobenzoyl chloride), [OH-].[Na+] (sodium hydroxide). Run in ClC1=CC=CC=C1 (chlorobenzene). Conditions: temperature 15 celsius, time 3 hour. Product: ClC1=CC=C(C(=O)N2C[C@@H](CCC2)NC(C2=CC=C(C=C2)Cl)=O)C=C1 ((R)-1-(p-chlorobenzoyl)-3-(p-chlorobenzoylamino) piperidine). The yield is 49.5%. As a reaction SMILES: [Cl:1][C:2]1[CH:16]=[CH:15][C:5]([C:6]([N:8]2[CH2:13][CH2:12][CH2:11][C@@H:10]([NH2:14])[CH2:9]2)=[O:7])=[CH:4][CH:3]=1.[Cl:17][C:18]1[CH:26]=[CH:25][C:21]([C:22](Cl)=[O:23])=[CH:20][CH:19]=1.[OH-].[Na+].[Cl-].[Na+]>ClC1C=CC=CC=1>[Cl:1][C:2]1[CH:16]=[CH:15][C:5]([C:6]([N:8]2[CH2:13][CH2:12][CH2:11][C@@H:10]([NH:14][C:22](=[O:23])[C:21]3[CH:25]=[CH:26][C:18]([Cl:17])=[CH:19][CH:20]=3)[CH2:9]2)=[O:7])=[CH:4][CH:3]=1 |f:2.3,4.5|. Reported procedure: To the aqueous solution of (R)-1-(p-chlorobenzoyl)-3-amino piperidine obtained in Example 14 (amount: 3 g), p-chlorobenzoyl chloride (0.15 g) was added. The pH of the mixture was kept from pH 8.0 to 9.0 using sodium hydroxide. The mixture was stirred at 15° C. for 3 hours, and chlorobenzene (3 ml) and sodium chloride (0.5 g) were added. The mixture was stirred at 90° C. for 10 minutes. The water layer was removed, and the solvent was evaporated under reduced pressure to obtain the title compound...